From a dataset of the Open Reaction Database (ORD), a public repository of structured organic reaction records. describe an organic reaction: reactants, conditions, products, and yield As a reaction SMILES: [CH2:1]([O:3][C:4]1[CH2:8][CH2:7][C:6](=[O:9])[C:5]=1[CH2:10][CH2:11][CH2:12][CH2:13][CH2:14][CH2:15][C:16]([O:18]CC)=[O:17])[CH3:2].[OH-].[Na+]>C(O)C>[CH2:1]([O:3][C:4]1[CH2:8][CH2:7][C:6](=[O:9])[C:5]=1[CH2:10][CH2:11][CH2:12][CH2:13][CH2:14][CH2:15][C:16]([OH:18])=[O:17])[CH3:2] |f:1.2|. The solvent is C(C)O (ethanol). Product: C(C)OC1=C(C(CC1)=O)CCCCCCC(=O)O (2-ethoxy-5-oxocyclopent-1-eneheptanoic acid). Run at time 48 hour. Procedure: A mixture containing 22.16 parts of ethyl 2-ethoxy-5-oxocyclopent 1-eneheptanoate, 785 parts of 0.1N aqueous sodium hydroxide and 320 parts of ethanol is stored at room temperature for about 48 hours, then is concentrated to approximately 2/3 volume by distillation under reduced pressure. The residual solution is washed with ether, acidified with dilute hydrochloric acid, then extracted with ethyl acetate. The ethyl acetate extracts are washed with water, dried over anhydrous magnesium sulfate a... The reactants are C(C)OC1=C(C(CC1)=O)CCCCCCC(=O)OCC (ethyl 2-ethoxy-5-oxocyclopent 1-eneheptanoate), [OH-].[Na+] (sodium hydroxide). Reactants: O=Cc1ccc(Br)cn1, COCCOC, OB(O)c1ccc(C(F)(F)F)cc1, [Na+], [Na+], O=C([O-])[O-], c1ccc(P(c2ccccc2)(c2ccccc2)[Pd](P(c2ccccc2)(c2ccccc2)c2ccccc2)(P(c2ccccc2)(c2ccccc2)c2ccccc2)P(c2ccccc2)(c2ccccc2)c2ccccc2)cc1. Product: O=Cc1ccc(-c2ccc(C(F)(F)F)cc2)cn1. Reaction SMILES: [Br:1][c:2]1[cH:3][cH:4][c:5]([CH:8]=[O:9])[n:6][cH:7]1.[CH3:29][O:30][CH2:31][CH2:32][O:33][CH3:34].[F:16][C:17]([c:18]1[cH:19][cH:20][c:21]([B:24]([OH:25])[OH:26])[cH:22][cH:23]1)([F:27])[F:28].[Na+:10].[Na+:11].[O-:12][C:13](=[O:14])[O-:15].[cH:35]1[cH:36][cH:37][c:38]([P:39]([Pd:40]([P:41]([c:42]2[cH:43][cH:44][cH:45][cH:46][cH:47]2)([c:48]2[cH:49][cH:50][cH:51][cH:52][cH:53]2)[c:54]2[cH:55][cH:56][cH:57][cH:58][cH:59]2)([P:60]([c:61]2[cH:62][cH:63][cH:64][cH:65][cH:66]2)([c:67]2[cH:68][cH:69][cH:70][cH:71][cH:72]2)[c:73]2[cH:74][cH:75][cH:76][cH:77][cH:78]2)[P:79]([c:80]2[cH:81][cH:82][cH:83][cH:84][cH:85]2)([c:86]2[cH:87][cH:88][cH:89][cH:90][cH:91]2)[c:92]2[cH:93][cH:94][cH:95][cH:96][cH:97]2)([c:98]2[cH:99][cH:100][cH:101][cH:102][cH:103]2)[c:104]2[cH:105][cH:106][cH:107][cH:108][cH:109]2)[cH:110][cH:111]1>>[c:2]1(-[c:21]2[cH:20][cH:19][c:18]([C:17]([F:16])([F:27])[F:28])[cH:23][cH:22]2)[cH:3][cH:4][c:5]([CH:8]=[O:9])[n:6][cH:7]1. Starting materials: C(C)(=O)OC=1C(=C2C(CC(OC2=C(C1C)C)(C)COC1=CC=C(C=C1)CC(C(=O)OCC)Cl)=O)C (ethyl 3-[4-(6-acetoxy-2,5,7,8-tetramethyl-4-oxochroman-2-ylmethoxy)phenyl]-2-chloropropionate), NC(=S)N (thiourea), S1(=O)(=O)CCCC1 (sulfolane). The product is C(C)(=O)OC=1C(=C2C(CC(OC2=C(C1C)C)(C)COC1=CC=C(CC2C(NC(S2)=N)=O)C=C1)=O)C (5-[4-(6-acetoxy-2,5,7,8-tetramethyl-4-oxochroman-2-ylmethoxy)benzyl]-2-iminothiazolidin-4-one). Reaction SMILES: [C:1]([O:4][C:5]1[C:6]([CH3:35])=[C:7]2[C:12](=[C:13]([CH3:16])[C:14]=1[CH3:15])[O:11][C:10]([CH2:18][O:19][C:20]1[CH:25]=[CH:24][C:23]([CH2:26][CH:27](Cl)[C:28](OCC)=[O:29])=[CH:22][CH:21]=1)([CH3:17])[CH2:9][C:8]2=[O:34])(=[O:3])[CH3:2].[NH2:36][C:37]([NH2:39])=[S:38].S1(CCCC1)(=O)=O>>[C:1]([O:4][C:5]1[C:6]([CH3:35])=[C:7]2[C:12](=[C:13]([CH3:16])[C:14]=1[CH3:15])[O:11][C:10]([CH2:18][O:19][C:20]1[CH:25]=[CH:24][C:23]([CH2:26][CH:27]3[S:38][C:37](=[NH:36])[NH:39][C:28]3=[O:29])=[CH:22][CH:21]=1)([CH3:17])[CH2:9][C:8]2=[O:34])(=[O:3])[CH3:2]. Procedure details: A mixture of 2.0 g of ethyl 3-[4-(6-acetoxy-2,5,7,8-tetramethyl-4-oxochroman-2-ylmethoxy)phenyl]-2-chloropropionate (prepared as described in Preparation 45), 0.62 g of thiourea, and 3.1 g of sulfolane was heated at 120°-125° C. for 7 hours under a nitrogen stream. The reaction mixture was extracted with benzene and then the benzene was distilled off from the extract. Water was then added to the residue and the oily layer was separated. The oily layer was subjected to silica gel column chromatog... Reactants: CN(CCC(=O)C1=CC=CC=C1)C (β-dimethylaminopropiophenone), C1(CCCCC1)=O (cyclohexanone). The product is C1(=CC=CC=C1)C(CCC1C(CCCC1)=O)=O (2-(3'-phenyl-3'-oxopropyl)cyclohexanone). Isolated yield 39.9%. As a reaction SMILES: CN(C)[CH2:3][CH2:4][C:5]([C:7]1[CH:12]=[CH:11][CH:10]=[CH:9][CH:8]=1)=[O:6].[C:14]1(=[O:20])[CH2:19][CH2:18][CH2:17][CH2:16][CH2:15]1>>[C:7]1([C:5](=[O:6])[CH2:4][CH2:3][CH:15]2[CH2:16][CH2:17][CH2:18][CH2:19][C:14]2=[O:20])[CH:12]=[CH:11][CH:10]=[CH:9][CH:8]=1. Reported procedure: 2-(3'-Phenyl-3'-oxopropyl)cyclohexanone was prepared according to the method of W. Hahn and J. Epsztain (Roczniki Chem. 1963. 37, 403-12): A mixture of β-dimethylaminopropiophenone (27 gm.) and cyclohexanone (37.5 g.) were heated at reflux for 5 hours under nitrogen and the solvent removed in vacuo. The residual oil was distilled giving 2-(3'-phenyl-3'-oxopropyl)cyclohexanone (14 g.) which was cyclised to the title compound according to the method of Hahn and Epsztain by dissolving the diketone ... Reactants: C(C)O (ethanol), COC=1C=C2C(=CC=NC2=CC1OC)OC1=CC(=C(N)C=C1)F (4-[(6,7-Dimethoxy-4-quinolyl)oxy]-2-fluoroaniline), C1(=CC=CC=C1)C(=O)N=C=S (1-benzenecarbonyl isothiocyanate). The solvent is C1(=CC=CC=C1)C (toluene). Conditions: time 2 hour. Yields the product C(C1=CC=CC=C1)(=O)NC(=S)NC1=C(C=C(C=C1)OC1=CC=NC2=CC(=C(C=C12)OC)OC)F (N-Benzoyl-N′-{4-[(6,7-dimethoxy-4-quinolyl)oxy]-2-fluorophenyl}thiourea). The yield is 80.0%. RXN SMILES: [CH3:1][O:2][C:3]1[CH:4]=[C:5]2[C:10](=[CH:11][C:12]=1[O:13][CH3:14])[N:9]=[CH:8][CH:7]=[C:6]2[O:15][C:16]1[CH:22]=[CH:21][C:19]([NH2:20])=[C:18]([F:23])[CH:17]=1.C(O)C.[C:27]1([C:33]([N:35]=[C:36]=[S:37])=[O:34])[CH:32]=[CH:31][CH:30]=[CH:29][CH:28]=1>C1(C)C=CC=CC=1>[C:33]([NH:35][C:36]([NH:20][C:19]1[CH:21]=[CH:22][C:16]([O:15][C:6]2[C:5]3[C:10](=[CH:11][C:12]([O:13][CH3:14])=[C:3]([O:2][CH3:1])[CH:4]=3)[N:9]=[CH:8][CH:7]=2)=[CH:17][C:18]=1[F:23])=[S:37])(=[O:34])[C:27]1[CH:32]=[CH:31][CH:30]=[CH:29][CH:28]=1. Reported procedure: 4-[(6,7-Dimethoxy-4-quinolyl)oxy]-2-fluoroaniline (50 mg) was dissolved in toluene (5 ml) and ethanol (1 ml) to prepare a solution. Commercially available 1-benzenecarbonyl isothiocyanate (50 μl) was then added to the solution, and the mixture was stirred at room temperature for 2 hr. The reaction solution was concentrated, and the residue was purified by chromatography on silica gel using chloroform/acetone for development to give the title compound (76 mg, yield 80%). Starting materials: Cl, O=C(O)Cc1ccc2c(c1)OCO2, NC1CCC(CCN2CCC(c3cccc4c3OCO4)CC2)CC1. Yields the product O=C(Cc1ccc2c(c1)OCO2)NC1CCC(CCN2CCC(c3cccc4c3OCO4)CC2)CC1. As a reaction SMILES: [ClH:1].[O:26]1[CH2:27][O:28][c:29]2[c:30]1[cH:31][cH:32][c:33]([CH2:35][C:36](=[O:37])[OH:38])[cH:34]2.[O:2]1[CH2:3][O:4][c:5]2[c:6]1[cH:7][cH:8][cH:9][c:10]2[CH:11]1[CH2:12][CH2:13][N:14]([CH2:17][CH2:18][CH:19]2[CH2:20][CH2:21][CH:22]([NH2:25])[CH2:23][CH2:24]2)[CH2:15][CH2:16]1>>[O:2]1[CH2:3][O:4][c:5]2[c:6]1[cH:7][cH:8][cH:9][c:10]2[CH:11]1[CH2:12][CH2:13][N:14]([CH2:17][CH2:18][CH:19]2[CH2:20][CH2:21][CH:22]([NH:25][C:36]([CH2:35][c:33]3[cH:32][cH:31][c:30]4[c:29]([cH:34]3)[O:28][CH2:27][O:26]4)=[O:37])[CH2:23][CH2:24]2)[CH2:15][CH2:16]1. Reactants: BrC1=C(C=CC=2N(N=NC21)CC2CCC2)O (4-bromo-1-(cyclobutylmethyl)-1H-benzotriazol-5-ol), ClC1=NC=CC=C1C#N (2-chloropyridine-3-carbonitrile), C([O-])([O-])=O.[K+].[K+] (potassium carbonate). Solvent: C(C)#N (acetonitrile). The product is BrC1=C(C=CC=2N(N=NC21)CC2CCC2)OC2=NC=CC=C2C#N (2-{[4-bromo-1-(cyclobutylmethyl)-1H-benzotriazol-5-yl]oxy}pyridine-3-carbonitrile). Reaction SMILES: [Br:1][C:2]1[C:10]2[N:9]=[N:8][N:7]([CH2:11][CH:12]3[CH2:15][CH2:14][CH2:13]3)[C:6]=2[CH:5]=[CH:4][C:3]=1[OH:16].Cl[C:18]1[C:23]([C:24]#[N:25])=[CH:22][CH:21]=[CH:20][N:19]=1.C(=O)([O-])[O-].[K+].[K+]>C(#N)C>[Br:1][C:2]1[C:10]2[N:9]=[N:8][N:7]([CH2:11][CH:12]3[CH2:15][CH2:14][CH2:13]3)[C:6]=2[CH:5]=[CH:4][C:3]=1[O:16][C:18]1[C:23]([C:24]#[N:25])=[CH:22][CH:21]=[CH:20][N:19]=1 |f:2.3.4|. Procedure: A mixture of 4-bromo-1-(cyclobutylmethyl)-1H-benzotriazol-5-ol (3-5, 25 mg, 0.12 mmol, 1 equiv), 2-chloropyridine-3-carbonitrile (76 mg, 0.62 mmol, 5.0 equiv) and potassium carbonate (34 mg, 0.25 mmol, 5.0 equiv) in acetonitrile (3 mL) was irradiated at 170° C. in microwave reactor for 10 min. The mixture was purified by silica gel chromatography (0 to 100% ethyl acetate in hexanes) to give 2-{[4-bromo-1-(cyclobutylmethyl)-1H-benzotriazol-5-yl]oxy}pyridine-3-carbonitrile (1) as a white solid. 1H... Starting materials: C(C)OC(=O)NC1=CC2=C(C=CN3C(C2=CCCN(C)C)=CC=C3)C=C1 (9-ethoxycarbonylamino-11-(3-dimethylaminopropylidene)-11H-pyrrolo[2,1-b][3]benzazepine), [OH-].[K+] (potassium hydroxide). The solvent is CCO (EtOH). Yields the product NC1=CC2=C(C=CN3C(C2=CCCN(C)C)=CC=C3)C=C1 (9-amino-11-(3-dimethylaminopropylidene)-11H-pyrrolo[2,1-b][3]benzazepine). RXN SMILES: C(OC([NH:6][C:7]1[CH:26]=[CH:25][C:10]2[CH:11]=[CH:12][N:13]3[CH:24]=[CH:23][CH:22]=[C:14]3[C:15](=[CH:16][CH2:17][CH2:18][N:19]([CH3:21])[CH3:20])[C:9]=2[CH:8]=1)=O)C.[OH-].[K+]>CCO>[NH2:6][C:7]1[CH:26]=[CH:25][C:10]2[CH:11]=[CH:12][N:13]3[CH:24]=[CH:23][CH:22]=[C:14]3[C:15](=[CH:16][CH2:17][CH2:18][N:19]([CH3:21])[CH3:20])[C:9]=2[CH:8]=1 |f:1.2|. Reported procedure: To 9-ethoxycarbonylamino-11-(3-dimethylaminopropylidene)-11H-pyrrolo[2,1-b][3]benzazepine (2.80 g.) in 100 ml. EtOH is added 10 ml. 2 N potassium hydroxide. Reflux is maintained for 42 hours. The volatiles are removed under vacuum and the residue is extracted with chloroform, washed with water, and dried over magnesium sulfate. Evaporation leaves a dark residue that is purified by chromatography on silica gel. Elution with 10% methanol in chloroform yields 9-amino-11-(3-dimethylaminopropylidene)... Starting materials: BrC1C(N(CC1)C1=CC=C(C=C1)N(C(C1=CC=C(C=C1)C1CCCCC1)=O)C)=O (N-[4-(3-Bromo-2-oxopyrrolidin-1-yl)phenyl]-4-cyclohexyl-N-methylbenzamide), N1CCCC1 (pyrrolidine). Product: C1(CCCCC1)C1=CC=C(C(=O)N(C2=CC=C(C=C2)N2C(C(CC2)N2CCCC2)=O)C)C=C1 (4-Cyclohexyl-N-methyl-N-[4-(2′-oxo[1,3′]bipyrrolidinyl-1′-yl)phenyl]benzamide). As a reaction SMILES: Br[CH:2]1[CH2:6][CH2:5][N:4]([C:7]2[CH:12]=[CH:11][C:10]([N:13]([CH3:28])[C:14](=[O:27])[C:15]3[CH:20]=[CH:19][C:18]([CH:21]4[CH2:26][CH2:25][CH2:24][CH2:23][CH2:22]4)=[CH:17][CH:16]=3)=[CH:9][CH:8]=2)[C:3]1=[O:29].[NH:30]1[CH2:34][CH2:33][CH2:32][CH2:31]1>>[CH:21]1([C:18]2[CH:19]=[CH:20][C:15]([C:14]([N:13]([CH3:28])[C:10]3[CH:11]=[CH:12][C:7]([N:4]4[CH2:5][CH2:6][CH:2]([N:30]5[CH2:34][CH2:33][CH2:32][CH2:31]5)[C:3]4=[O:29])=[CH:8][CH:9]=3)=[O:27])=[CH:16][CH:17]=2)[CH2:26][CH2:25][CH2:24][CH2:23][CH2:22]1. Procedure details: N-[4-(3-Bromo-2-oxopyrrolidin-1-yl)phenyl]-4-cyclohexyl-N-methylbenzamide was reacted with pyrrolidine by method L. This resulted in the product with the molecular weight of 445.61 (C28H35N3O2); MS (ESI): 446 (M+H+).